From a dataset of the Open Reaction Database (ORD), a public repository of structured organic reaction records. describe an organic reaction: reactants, conditions, products, and yield The reactants are CC(C)C(c1cncnc1C(F)(F)F)N(C)C(=O)Cl, CNCc1ccc(Cl)cc1, O, c1ccncc1. Yields the product CC(C)C(c1cncnc1C(F)(F)F)N(C)C(=O)N(C)Cc1ccc(Cl)cc1. Reaction SMILES: [CH3:11][N:12]([C:13](=[O:14])[Cl:15])[CH:16]([CH:17]([CH3:18])[CH3:19])[c:20]1[c:21]([C:26]([F:27])([F:28])[F:29])[n:22][cH:23][n:24][cH:25]1.[Cl:1][c:2]1[cH:3][cH:4][c:5]([CH2:6][NH:7][CH3:8])[cH:9][cH:10]1.[OH2:30].[cH:31]1[cH:32][cH:33][n:34][cH:35][cH:36]1>>[Cl:1][c:2]1[cH:3][cH:4][c:5]([CH2:6][N:7]([CH3:8])[C:13]([N:12]([CH3:11])[CH:16]([CH:17]([CH3:18])[CH3:19])[c:20]2[c:21]([C:26]([F:27])([F:28])[F:29])[n:22][cH:23][n:24][cH:25]2)=[O:14])[cH:9][cH:10]1. Starting materials: [H-], CI, CCOC(=O)Nc1c(N)nc(-c2nn(Cc3ccccc3F)c3ncccc23)nc1N, [Na+], CN(C)C=O, O. Product: CCOC(=O)N(C)c1c(N)nc(-c2nn(Cc3ccccc3F)c3ncccc23)nc1N. As a reaction SMILES: [H-:37].[I:39][CH3:40].[NH2:1][c:2]1[n:3][c:4](-[c:15]2[n:16][n:17]([CH2:24][c:25]3[c:26]([F:31])[cH:27][cH:28][cH:29][cH:30]3)[c:18]3[n:19][cH:20][cH:21][cH:22][c:23]23)[n:5][c:6]([NH2:14])[c:7]1[NH:8][C:9]([O:10][CH2:11][CH3:12])=[O:13].[Na+:38].[O:32]=[CH:33][N:34]([CH3:35])[CH3:36].[OH2:41]>>[NH2:1][c:2]1[n:3][c:4](-[c:15]2[n:16][n:17]([CH2:24][c:25]3[c:26]([F:31])[cH:27][cH:28][cH:29][cH:30]3)[c:18]3[n:19][cH:20][cH:21][cH:22][c:23]23)[n:5][c:6]([NH2:14])[c:7]1[N:8]([C:9]([O:10][CH2:11][CH3:12])=[O:13])[CH3:33]. Starting materials: CN1CCOCC1 (N-methylmorpholine), CS(=O)(=O)Cl (methanesulfonyl chloride), ClCCl (dichloromethane), Cl.ClC1=CC=C(C=C1)S(=O)(=O)C(CCCN)C1=C(C=CC(=C1)F)F (4-[(4-Chlorophenyl)sulfonyl]-4-(2,5-difluorophenyl)butylamine Hydrochloride), CN1CCOCC1 (N-methylmorpholine), CS(=O)(=O)Cl (methanesulfonyl chloride). Run in C(C)(=O)OCC.CCCCCC (ethyl acetate hexane), CCCCCC (hexane). Conditions: time 15 hour. The product is ClC1=CC=C(C=C1)S(=O)(=O)C(CCCNS(=O)(=O)C)C1=C(C=CC(=C1)F)F (N-[4-[(4-Chlorophenyl)sulfonyl]-4-(2,5-difluorophenyl)butyl]methanesulfonamide). Yield: 80.7%. RXN SMILES: CN1CCOCC1.[CH3:8][S:9](Cl)(=[O:11])=[O:10].ClCCl.Cl.[Cl:17][C:18]1[CH:23]=[CH:22][C:21]([S:24]([CH:27]([C:32]2[CH:37]=[C:36]([F:38])[CH:35]=[CH:34][C:33]=2[F:39])[CH2:28][CH2:29][CH2:30][NH2:31])(=[O:26])=[O:25])=[CH:20][CH:19]=1>C(OCC)(=O)C.CCCCCC.CCCCCC>[Cl:17][C:18]1[CH:19]=[CH:20][C:21]([S:24]([CH:27]([C:32]2[CH:37]=[C:36]([F:38])[CH:35]=[CH:34][C:33]=2[F:39])[CH2:28][CH2:29][CH2:30][NH:31][S:9]([CH3:8])(=[O:11])=[O:10])(=[O:26])=[O:25])=[CH:22][CH:23]=1 |f:3.4,5.6|. Reported procedure: Under a nitrogen atmosphere, N-methylmorpholine (51.0 μl, 0.465 mmol) and methanesulfonyl chloride (18.8 μl, 0.242 mmol) were added to a dichloromethane solution (4 ml) of the 4-[(4-chlorophenyl)sulfonyl]-4-(2,5-difluorophenyl)butylamine hydrochloride (80.0 mg, 0.202 mmol) obtained in Example 227. After stirring at room temperature for 15 hours, N-methylmorpholine (156 μl, 1.42 mmol) and methanesulfonyl chloride (10.0 μl, 0.129 mmol) were added. The resulting mixture was stirred at room temperat... Reactants: ClC1=C(C(=O)OC)C=CC(=C1)NC(C(C)N1C(C=C(C=C1)C1=C(C=CC(=C1)Cl)C#N)=O)=O (Methyl 2-chloro-4-({2-[4-(5-chloro-2-cyanophenyl)-2-oxopyridin-1(2H)-yl]propanoyl}amino)benzoate), [OH-].[Li+] (lithium hydroxide). Product: ClC1=C(C(=O)O)C=CC(=C1)NC(C(C)N1C(C=C(C=C1)C1=C(C=CC(=C1)Cl)C#N)=O)=O (2-Chloro-4-({2-[4-(5-chloro-2-cyanophenyl)-2-oxopyridin-1(2H)-yl]propanoyl}amino)benzoic acid). Reaction SMILES: [Cl:1][C:2]1[CH:11]=[C:10]([NH:12][C:13](=[O:32])[CH:14]([N:16]2[CH:21]=[CH:20][C:19]([C:22]3[CH:27]=[C:26]([Cl:28])[CH:25]=[CH:24][C:23]=3[C:29]#[N:30])=[CH:18][C:17]2=[O:31])[CH3:15])[CH:9]=[CH:8][C:3]=1[C:4]([O:6]C)=[O:5].[OH-].[Li+]>>[Cl:1][C:2]1[CH:11]=[C:10]([NH:12][C:13](=[O:32])[CH:14]([N:16]2[CH:21]=[CH:20][C:19]([C:22]3[CH:27]=[C:26]([Cl:28])[CH:25]=[CH:24][C:23]=3[C:29]#[N:30])=[CH:18][C:17]2=[O:31])[CH3:15])[CH:9]=[CH:8][C:3]=1[C:4]([OH:6])=[O:5] |f:1.2|. Reported procedure: 100 mg (purity 94%, 0.20 mmol) of methyl 2-chloro-4-({2-[4-(5-chloro-2-cyanophenyl)-2-oxopyridin-1(2H)-yl]propanoyl}amino)benzoate (racemate) (Example 2.5A) were hydrolysed with lithium hydroxide according to General Method 3. Yield: 8 mg (purity 93%, 10% of theory) Reactants: C1(CC1)CS(=O)(=O)C=1C=C(C=CC1)C1=CC=C2C=NC(=NN21)SC (7-(3-cyclopropylmethanesulfonyl-phenyl)-2-methylsulfanyl-pyrrolo[2,1-f][1,2,4]triazine), CN1C=NC2=C1C=C(C=C2)N (3-methyl-3H-benzimidazol-5-ylamine). Yields the product C1(CC1)CS(=O)(=O)C=1C=C(C=CC1)C1=CC=C2C=NC(=NN21)NC2=CC1=C(N=CN1C)C=C2 ([7-(3-Cyclopropylmethanesulfonyl-phenyl)-pyrrolo[2,1-f][1,2,4]triazin-2-yl]-(3-methyl-3H-benzimidazol-5-yl)-amine). Reaction SMILES: [CH:1]1([CH2:4][S:5]([C:8]2[CH:9]=[C:10]([C:14]3[N:22]4[C:17]([CH:18]=[N:19][C:20](SC)=[N:21]4)=[CH:16][CH:15]=3)[CH:11]=[CH:12][CH:13]=2)(=[O:7])=[O:6])[CH2:3][CH2:2]1.[CH3:25][N:26]1[C:30]2[CH:31]=[C:32]([NH2:35])[CH:33]=[CH:34][C:29]=2[N:28]=[CH:27]1>>[CH:1]1([CH2:4][S:5]([C:8]2[CH:9]=[C:10]([C:14]3[N:22]4[C:17]([CH:18]=[N:19][C:20]([NH:35][C:32]5[CH:33]=[CH:34][C:29]6[N:28]=[CH:27][N:26]([CH3:25])[C:30]=6[CH:31]=5)=[N:21]4)=[CH:16][CH:15]=3)[CH:11]=[CH:12][CH:13]=2)(=[O:7])=[O:6])[CH2:3][CH2:2]1. Reported procedure: Following the synthetic and purification procedures described in Example 1293d, 7-(3-cyclopropylmethanesulfonyl-phenyl)-2-methylsulfanyl-pyrrolo[2,1-f][1,2,4]triazine (75 mg, 0.20 mmol) was coupled with 3-methyl-3H-benzimidazol-5-ylamine (50.0 mg, 0.340 mmol) at 105° C. for 90 h to afford the title compound. Yield of TFA salt: 25 mg (22%) of brown powder; LC/MS: 459 (M+H); HPLC: 97% pure, RT=2.49 min; 1H NMR: (DMSO, δ) 10.01 (s, 1H), 9.24 (s, 1H), 9.12 (s, 1H), 8.55 (m, 2H), 8.27 (s, 1H), 7.92 (... Procedure details: A mixture of 4-bromopyridine hydrochloride (7.5 g, 38.6 mmol) and 2-fluorobenzeneboronic acid (6.75 g, 48 mmol) in tetrahydrofuran (80 ml) and 2 M sodium carbonate (58 ml) was degassed with nitrogen for 20 min then tetrakis(triphenylphosphine)palladium(0) (1.34 g, 1.2 mmol) was added and the reaction heated at reflux for 24 h. The mixture was cooled to ambient temperature then partitioned between ethyl acetate and 10% sodium carbonate. The organic layer was washed with water, then saturated sodi... The reactants are Cl.BrC1=CC=NC=C1 (4-bromopyridine hydrochloride), FC1=C(C=CC=C1)B(O)O (2-fluorobenzeneboronic acid). The reagents and catalysts are C=1C=CC(=CC1)[P](C=2C=CC=CC2)(C=3C=CC=CC3)[Pd]([P](C=4C=CC=CC4)(C=5C=CC=CC5)C=6C=CC=CC6)([P](C=7C=CC=CC7)(C=8C=CC=CC8)C=9C=CC=CC9)[P](C=1C=CC=CC1)(C=1C=CC=CC1)C=1C=CC=CC1 (tetrakis(triphenylphosphine)palladium(0)). Solvent: O1CCCC1 (tetrahydrofuran), C([O-])([O-])=O.[Na+].[Na+] (sodium carbonate). The product is FC1=C(C=CC=C1)C1=CC=NC=C1 (4-(2-fluorophenyl)pyridine). As a reaction SMILES: Cl.Br[C:3]1[CH:8]=[CH:7][N:6]=[CH:5][CH:4]=1.[F:9][C:10]1[CH:15]=[CH:14][CH:13]=[CH:12][C:11]=1B(O)O>O1CCCC1.C(=O)([O-])[O-].[Na+].[Na+].C1C=CC([P]([Pd]([P](C2C=CC=CC=2)(C2C=CC=CC=2)C2C=CC=CC=2)([P](C2C=CC=CC=2)(C2C=CC=CC=2)C2C=CC=CC=2)[P](C2C=CC=CC=2)(C2C=CC=CC=2)C2C=CC=CC=2)(C2C=CC=CC=2)C2C=CC=CC=2)=CC=1>[F:9][C:10]1[CH:15]=[CH:14][CH:13]=[CH:12][C:11]=1[C:3]1[CH:8]=[CH:7][N:6]=[CH:5][CH:4]=1 |f:0.1,4.5.6,^1:33,35,54,73|. The reactants are CC1=CC(=NC=N1)OS(=O)(=O)C1=CC=C(C=C1)C (toluene-4-sulfonic acid 6-methyl-pyrimidin-4-yl ester), C(#C)C1=CC=C(C=C1)OC (1-ethynyl-4-methoxy-benzene). Solvent: CCCCCCC.CCOC(=O)C (heptane EtOAc). Yields the product COC1=CC=C(C=C1)C#CC1=NC=NC(=C1)C (4-(4-Methoxy-phenylethynyl)-6-methyl-pyrimidine). RXN SMILES: [CH3:1][C:2]1[N:7]=[CH:6][N:5]=[C:4](OS(C2C=CC(C)=CC=2)(=O)=O)[CH:3]=1.[C:19]([C:21]1[CH:26]=[CH:25][C:24]([O:27][CH3:28])=[CH:23][CH:22]=1)#[CH:20]>CCCCCCC.CCOC(C)=O>[CH3:28][O:27][C:24]1[CH:25]=[CH:26][C:21]([C:19]#[C:20][C:4]2[CH:3]=[C:2]([CH3:1])[N:7]=[CH:6][N:5]=2)=[CH:22][CH:23]=1 |f:2.3|. Procedure: This product was prepared from toluene-4-sulfonic acid 6-methyl-pyrimidin-4-yl ester and 1-ethynyl-4-methoxy-benzene following the general procedure for the Sonogashira cross-coupling reaction described above. Chromatography eluent: heptane/EtOAc 8:2; yield (52 mg, 46%); 1H NMR δ (CDCl3): 8.99 (s, 1H), 7.32 (d, J=8.60 Hz, 2H), 7.22 (s, 1H), 7.17 (d, J=8.43 Hz, 2H), 3.83 (s, 3H), 2.51 (s, 3H); LCMS m/z: 224. Reactants: Cn1c([N+](=O)[O-])cnc1C1=CNN(Cl)S1, NCCO, C1COCCO1. Product: Cn1c([N+](=O)[O-])cnc1C1=CNN(NCCO)S1. As a reaction SMILES: [Cl:1][N:2]1[S:3][C:4]([c:7]2[n:8]([CH3:15])[c:9]([N+:12](=[O:13])[O-:14])[cH:10][n:11]2)=[CH:5][NH:6]1.[NH2:16][CH2:17][CH2:18][OH:19].[O:20]1[CH2:21][CH2:22][O:23][CH2:24][CH2:25]1>>[N:2]1([NH:16][CH2:17][CH2:18][OH:19])[S:3][C:4]([c:7]2[n:8]([CH3:15])[c:9]([N+:12](=[O:13])[O-:14])[cH:10][n:11]2)=[CH:5][NH:6]1. Reactants: O=C([O-])[O-], COc1ccc(NCCNC(=O)C(Cc2ccc(I)cc2)NC(=O)c2cccc(C)c2)cc1, [Na+], [Na+], C1COCCO1, O, OB(O)c1ccccc1, c1ccc(P(c2ccccc2)(c2ccccc2)[Pd](P(c2ccccc2)(c2ccccc2)c2ccccc2)(P(c2ccccc2)(c2ccccc2)c2ccccc2)P(c2ccccc2)(c2ccccc2)c2ccccc2)cc1. Yields the product COc1ccc(NCCNC(=O)C(Cc2ccc(-c3ccccc3)cc2)NC(=O)c2cccc(C)c2)cc1. As a reaction SMILES: [C:49](=[O:50])([O-:51])[O-:52].[I:1][c:2]1[cH:3][cH:4][c:5]([CH2:8][CH:9]([C:10]([NH:11][CH2:12][CH2:13][NH:14][c:15]2[cH:16][cH:17][c:18]([O:21][CH3:22])[cH:19][cH:20]2)=[O:23])[NH:24][C:25]([c:26]2[cH:27][c:28]([CH3:32])[cH:29][cH:30][cH:31]2)=[O:33])[cH:6][cH:7]1.[Na+:53].[Na+:54].[O:34]1[CH2:35][CH2:36][O:37][CH2:38][CH2:39]1.[OH2:132].[c:40]1([B:46]([OH:47])[OH:48])[cH:41][cH:42][cH:43][cH:44][cH:45]1.[cH:55]1[cH:56][cH:57][c:58]([P:59]([Pd:60]([P:61]([c:62]2[cH:63][cH:64][cH:65][cH:66][cH:67]2)([c:68]2[cH:69][cH:70][cH:71][cH:72][cH:73]2)[c:74]2[cH:75][cH:76][cH:77][cH:78][cH:79]2)([P:80]([c:81]2[cH:82][cH:83][cH:84][cH:85][cH:86]2)([c:87]2[cH:88][cH:89][cH:90][cH:91][cH:92]2)[c:93]2[cH:94][cH:95][cH:96][cH:97][cH:98]2)[P:99]([c:100]2[cH:101][cH:102][cH:103][cH:104][cH:105]2)([c:106]2[cH:107][cH:108][cH:109][cH:110][cH:111]2)[c:112]2[cH:113][cH:114][cH:115][cH:116][cH:117]2)([c:118]2[cH:119][cH:120][cH:121][cH:122][cH:123]2)[c:124]2[cH:125][cH:126][cH:127][cH:128][cH:129]2)[cH:130][cH:131]1>>[c:2]1(-[c:40]2[cH:41][cH:42][cH:43][cH:44][cH:45]2)[cH:3][cH:4][c:5]([CH2:8][CH:9]([C:10]([NH:11][CH2:12][CH2:13][NH:14][c:15]2[cH:16][cH:17][c:18]([O:21][CH3:22])[cH:19][cH:20]2)=[O:23])[NH:24][C:25]([c:26]2[cH:27][c:28]([CH3:32])[cH:29][cH:30][cH:31]2)=[O:33])[cH:6][cH:7]1.